Dataset: the Open Reaction Database (ORD), a public repository of structured organic reaction records. Task: describe an organic reaction: reactants, conditions, products, and yield The reactants are BrC1=CC=C(S1)C(=O)NC(C)C1=CN=C(N=N1)NC1=CC=C(C=C1)OC (5-bromo-N-[1-(3-{[4-(methyloxy)phenyl]amino}-1,2,4-triazin-6-yl)ethyl]-2-thiophenecarboxamide), BrC1=C(SC=C1)C(=O)O (3-bromothiophene-2-carboxylic acid), NC(C)C1=CN=C(N=N1)NC1=CC=C(C=C1)OC (6-(1-aminoethyl)-N-[4-(methyloxy)phenyl]-1,2,4-triazin-3-amine), NC(C)C1=CN=C(N=N1)NC1=CC=C(C=C1)OC (6-(1-aminoethyl)-N-[4-(methyloxy)phenyl]-1,2,4-triazin-3-amine). Reaction conditions: time 6.5 hour. Product: BrC1=C(SC=C1)C(=O)NC(C)C1=CN=C(N=N1)NC1=CC=C(C=C1)OC (3-bromo-N-[1-(3-{[4-(methyloxy)phenyl]amino}1,2,4-triazin-6-yl)ethyl]-2-thiophenecarboxamide). As a reaction SMILES: Br[C:2]1[S:6][C:5]([C:7]([NH:9][CH:10]([C:12]2[N:17]=[N:16][C:15]([NH:18][C:19]3[CH:24]=[CH:23][C:22]([O:25][CH3:26])=[CH:21][CH:20]=3)=[N:14][CH:13]=2)[CH3:11])=[O:8])=[CH:4][CH:3]=1.NC(C1N=NC(NC2C=CC(OC)=CC=2)=NC=1)C.[Br:45]C1C=CSC=1C(O)=O>>[Br:45][C:4]1[CH:3]=[CH:2][S:6][C:5]=1[C:7]([NH:9][CH:10]([C:12]1[N:17]=[N:16][C:15]([NH:18][C:19]2[CH:24]=[CH:23][C:22]([O:25][CH3:26])=[CH:21][CH:20]=2)=[N:14][CH:13]=1)[CH3:11])=[O:8]. Reported procedure: In a similar manner as described for Intermediate 48, using 6-(1-aminoethyl)-N-[4-(methyloxy)phenyl]-1,2,4-triazin-3-amine (Intermediate 47) (100 mg, 0.41 mmol), and 3-bromothiophene-2-carboxylic acid (93 mg, 0.45 mmol), except the reaction was stirred for 6.5 h and purification using silica SPE was omitted, to give 3-bromo-N-[1-(3-{[4-(methyloxy)phenyl]amino}1,2,4-triazin-6-yl)ethyl]-2-thiophenecarboxamide (162 mg) as a yellow solid. MS m/z 434/436 (M+1). As a reaction SMILES: [Br:1][c:2]1[n:3][cH:4][cH:5][c:6]([OH:8])[cH:7]1.[Br:9][CH:10]1[CH2:11][CH2:12][CH2:13][CH2:14]1.[C:15](=[O:16])([O-:17])[O-:18].[Cs+:19].[Cs+:20].[O:21]=[CH:22][N:23]([CH3:24])[CH3:25]>>[Br:1][c:2]1[n:3][cH:4][cH:5][c:6]([O:8][CH:10]2[CH2:11][CH2:12][CH2:13][CH2:14]2)[cH:7]1. Reactants: Oc1ccnc(Br)c1, BrC1CCCC1, O=C([O-])[O-], [Cs+], [Cs+], CN(C)C=O. The product is Brc1cc(OC2CCCC2)ccn1. Reactants: CO, CCOC(C)=O, CCOC(=O)C(F)(CCC(F)(F)C(F)(F)C(F)(F)C(F)(F)F)C(F)(F)F, [Na+], [OH-], O. Yields the product O=C([O-])C(F)(CCC(F)(F)C(F)(F)C(F)(F)C(F)(F)F)C(F)(F)F, [Na+]. RXN SMILES: [CH3:30][OH:31].[CH3:32][CH2:33][O:34][C:35](=[O:36])[CH3:37].[F:1][C:2]([C:3]([C:4](=[O:5])[O:6][CH2:7][CH3:8])([CH2:9][CH2:10][C:11]([C:12]([C:13]([C:14]([F:15])([F:16])[F:17])([F:18])[F:19])([F:20])[F:21])([F:22])[F:23])[F:24])([F:25])[F:26].[Na+:28].[OH-:27].[OH2:29]>>[F:1][C:2]([C:3]([C:4](=[O:5])[O-:6])([CH2:9][CH2:10][C:11]([C:12]([C:13]([C:14]([F:15])([F:16])[F:17])([F:18])[F:19])([F:20])[F:21])([F:22])[F:23])[F:24])([F:25])[F:26].[Na+:28].